Dataset: the Open Reaction Database (ORD), a public repository of structured organic reaction records. Task: describe an organic reaction: reactants, conditions, products, and yield The reactants are O=C[C@H](O)[C@@H](O)[C@H](O)[C@H](O)CO (dextrose). Solvent: O (water). The product is OCC(=O)[C@@H](O)[C@H](O)[C@H](O)CO (fructose). RXN SMILES: [O:1]=[CH:2][C@@H:3]([C@H:5]([C@@H:7]([C@@H:9]([CH2:11][OH:12])[OH:10])[OH:8])[OH:6])[OH:4]>O>[OH:1][CH2:2][C:3]([C@H:5]([C@@H:7]([C@@H:9]([CH2:11][OH:12])[OH:10])[OH:8])[OH:6])=[O:4]. Procedure details: A water white, clear dextrose liquor 40 having a D.E. of over 95 is recovered from the ion exchange treatment. This dextrose liquor 40 is concentrated to about 45% dissolved solids in an evaporator 41. Its pH is then adjusted to within the range of about 8 to about 8.5 with active magnesium oxide in a mixing tank 42. Ideally, the ratio of dissolved magnesium to calcium is adjusted to at least 20:1 in the tank 42. The resulting liquor 43 is then ready for treatment with a glucose isomerase (such ... The reactants are COC=1C=C(C(=O)OC)C=C(C1O)OC (methyl 3,5-dimethoxy-4-hydroxybenzoate), Cl.ClCCN1CCOCC1 (4-(2-chloroethyl)-morpholine hydrochloride), C(=O)([O-])[O-].[K+].[K+] (K2CO3). Solvent: CN(C)C=O (DMF), CCOC(=O)C (EtOAc). Product: COC(C1=CC(=C(C(=C1)OC)OCCN1CCOCC1)OC)=O (3,5-Dimethoxy-4-(2-morpholin-4-yl ethoxy)benzoic acid methyl ester). The yield is 105.2%. As a reaction SMILES: [CH3:1][O:2][C:3]1[CH:4]=[C:5]([CH:10]=[C:11]([O:14][CH3:15])[C:12]=1[OH:13])[C:6]([O:8][CH3:9])=[O:7].Cl.Cl[CH2:18][CH2:19][N:20]1[CH2:25][CH2:24][O:23][CH2:22][CH2:21]1.C([O-])([O-])=O.[K+].[K+]>CN(C=O)C.CCOC(C)=O>[CH3:9][O:8][C:6](=[O:7])[C:5]1[CH:10]=[C:11]([O:14][CH3:15])[C:12]([O:13][CH2:18][CH2:19][N:20]2[CH2:25][CH2:24][O:23][CH2:22][CH2:21]2)=[C:3]([O:2][CH3:1])[CH:4]=1 |f:1.2,3.4.5|. Procedure details: To a solution of methyl 3,5-dimethoxy-4-hydroxybenzoate (3.0 g, 14 mmol) in DMF (10 mL) was added 4-(2-chloroethyl)-morpholine hydrochloride (3.99 g, 21 mmol) and solid K2CO3 (8.4 g, 60 mmol). The mixture was heated at 60 C under N2 for 30 h. Diluted with EtOAc (100 mL) and washed with H20 (2×50 mL), back extracted the aqueous phase, and washed combined organics with brine. Dried over Na2SO4, filtered and evaporated to give the product as a brown solid (4.79 g, quantitative). 1H-NMR (CDCl3, 500 ... The product is C(CC)N(C(=O)C=1C=C(C(=O)O)C=C(C1)C=1SC=CN1)CCC (3-[(Dipropylamino)carbonyl]-5-(1,3-thiazol-2-yl)benzoic acid). Solvent: O1CCCC1.CO.O (tetrahydrofuran methanol water), O.[OH-].[Li+] (lithium hydroxide monohydrate). As a reaction SMILES: [CH2:1]([N:4]([CH2:22][CH2:23][CH3:24])[C:5]([C:7]1[CH:8]=[C:9]([CH:14]=[C:15]([C:17]2[S:18][CH:19]=[CH:20][N:21]=2)[CH:16]=1)[C:10]([O:12]C)=[O:11])=[O:6])[CH2:2][CH3:3]>O1CCCC1.CO.O.O.[OH-].[Li+]>[CH2:22]([N:4]([CH2:1][CH2:2][CH3:3])[C:5]([C:7]1[CH:8]=[C:9]([CH:14]=[C:15]([C:17]2[S:18][CH:19]=[CH:20][N:21]=2)[CH:16]=1)[C:10]([OH:12])=[O:11])=[O:6])[CH2:23][CH3:24] |f:1.2.3,4.5.6|. Reaction conditions: time 15 minute. Starting materials: C(CC)N(C(=O)C=1C=C(C(=O)OC)C=C(C1)C=1SC=CN1)CCC (Methyl 3-[(dipropylamino)carbonyl]-5-(1,3-thiazol-2-yl)benzoate). Procedure details: Methyl 3-[(dipropylamino)carbonyl]-5-(1,3-thiazol-2-yl)benzoate (4.4 g, 12.8 mmol) is dissolved in 1:1:1 tetrahydrofuran/methanol/water (60 mL), and lithium hydroxide monohydrate is added (1.1 g, 25.6 mmol). The reaction is stirred 15 min and is concentrated under reduced pressure. The residue is diluted in chloroform and washed with water, brine, dried (magnesium sulfate), filtered, and concentrated under reduced pressure to give the title compound. ESI MS m/z 333.1 [M+H]+. Reactants: CCOC(=O)c1ccc(NCc2cc(Br)ccc2OCc2ccccc2)nc1, BrCC1CC1. Product: CCOC(=O)c1ccc(N(Cc2cc(Br)ccc2OCc2ccccc2)CC2CC2)nc1. Reaction SMILES: [CH2:1]([c:2]1[cH:3][cH:4][cH:5][cH:6][cH:7]1)[O:8][c:9]1[c:10]([CH2:11][NH:12][c:13]2[n:14][cH:15][c:16]([C:19](=[O:20])[O:21][CH2:22][CH3:23])[cH:17][cH:18]2)[cH:24][c:25]([Br:28])[cH:26][cH:27]1.[CH:29]1([CH2:32][Br:33])[CH2:30][CH2:31]1>>[CH2:1]([c:2]1[cH:3][cH:4][cH:5][cH:6][cH:7]1)[O:8][c:9]1[c:10]([CH2:11][N:12]([c:13]2[n:14][cH:15][c:16]([C:19](=[O:20])[O:21][CH2:22][CH3:23])[cH:17][cH:18]2)[CH2:32][CH:29]2[CH2:30][CH2:31]2)[cH:24][c:25]([Br:28])[cH:26][cH:27]1. The reactants are OCCC=1C=C(CC(C(=O)OC)C(=O)OC)C=CC1OC (dimethyl 2-[3-(2-hydroxyethyl)-4-methoxybenzyl]malonate), ClC1=CC=C(C=C1)N=C=O (4-chlorophenylisocyanate). Yields the product ClC1=CC=C(NC(=O)OCCC=2C=C(CC(C(=O)OC)C(=O)OC)C=CC2OC)C=C1 (Dimethyl 2-[3-(2-{[(4-chloroanilino)carbonyl]-oxy}ethyl)-4-methoxybenzyl]malonate). As a reaction SMILES: [OH:1][CH2:2][CH2:3][C:4]1[CH:5]=[C:6]([CH:17]=[CH:18][C:19]=1[O:20][CH3:21])[CH2:7][CH:8]([C:13]([O:15][CH3:16])=[O:14])[C:9]([O:11][CH3:12])=[O:10].[Cl:22][C:23]1[CH:28]=[CH:27][C:26]([N:29]=[C:30]=[O:31])=[CH:25][CH:24]=1>>[Cl:22][C:23]1[CH:28]=[CH:27][C:26]([NH:29][C:30]([O:1][CH2:2][CH2:3][C:4]2[CH:5]=[C:6]([CH:17]=[CH:18][C:19]=2[O:20][CH3:21])[CH2:7][CH:8]([C:9]([O:11][CH3:12])=[O:10])[C:13]([O:15][CH3:16])=[O:14])=[O:31])=[CH:25][CH:24]=1. Procedure details: Using dimethyl 2-[3-(2-hydroxyethyl)-4-methoxybenzyl]malonate and 4-chlorophenylisocyanate, the title compound was obtained in the same manner as described in Example 192b). Starting materials: COC1=C(C2CO2)C=C(C=C1)S(N)(=O)=O (2-Methoxy-5-sulphamoylstyrene oxide), C(C1=CC=CC=C1)CN (benzylmethylamine). The product is C(C1=CC=CC=C1)CNCC(O)C1=C(C=CC(=C1)S(N)(=O)=O)OC (α-benzylmethylaminomethyl-2-methoxy-5-sulphamoylbenzenemethanol). Procedure: 2-Methoxy-5-sulphamoylstyrene oxide obtained in step 1 of Example 5, treated with benzylmethylamine under the conditions described in step 2 of Example 5, gives α-benzylmethylaminomethyl-2-methoxy-5-sulphamoylbenzenemethanol in the form of an oil. Reaction SMILES: [CH3:1][O:2][C:3]1[CH:11]=[CH:10][C:9]([S:12](=[O:15])(=[O:14])[NH2:13])=[CH:8][C:4]=1[CH:5]1[O:7][CH2:6]1.[CH2:16]([CH2:23][NH2:24])[C:17]1[CH:22]=[CH:21][CH:20]=[CH:19][CH:18]=1>>[CH2:16]([CH2:23][NH:24][CH2:6][CH:5]([C:4]1[CH:8]=[C:9]([S:12](=[O:15])(=[O:14])[NH2:13])[CH:10]=[CH:11][C:3]=1[O:2][CH3:1])[OH:7])[C:17]1[CH:22]=[CH:21][CH:20]=[CH:19][CH:18]=1.